From a dataset of the Open Reaction Database (ORD), a public repository of structured organic reaction records. describe an organic reaction: reactants, conditions, products, and yield Starting materials: CNC, CCO, COC(=O)NC(=S)Nc1ccccc1NC(=O)CCCl. Yields the product COC(=O)NC(=S)Nc1ccccc1NC(=O)CCN(C)C, Cl. RXN SMILES: [CH3:1][NH:2][CH3:3].[CH3:24][CH2:25][OH:26].[CH3:4][O:5][C:6](=[O:7])[NH:8][C:9](=[S:10])[NH:11][c:12]1[c:13]([NH:18][C:19]([CH2:20][CH2:21][Cl:22])=[O:23])[cH:14][cH:15][cH:16][cH:17]1>>[CH3:1][N:2]([CH3:3])[CH2:21][CH2:20][C:19]([NH:18][c:13]1[c:12]([NH:11][C:9]([NH:8][C:6]([O:5][CH3:4])=[O:7])=[S:10])[cH:17][cH:16][cH:15][cH:14]1)=[O:23].[ClH:22].